describe an organic reaction: reactants, conditions, products, and yield From a dataset of the Open Reaction Database (ORD), a public repository of structured organic reaction records. Starting materials: BrC1=CC2=C(N(C(N2)=O)C2CCN(CC2)C2CCNCC2)C=C1 (5-bromo-1-[1-(piperidin-4-yl)piperidin-4-yl]-1,3-dihydro-2-H-benzimidazol-2one), CC1=C(C=O)C=CC=C1 (2-methylbenzaldehyde). Yields the product BrC1=CC2=C(N(C(N2)=O)C2CCN(CC2)C2CCN(CC2)CC2=C(C=CC=C2)C)C=C1 (5-Bromo-1-[1-[1-(2-methylbenzyl)piperidin-4-yl]piperidin-4-yl]-1,3-dihydro-2H-benzimidazol-2-one). Reaction SMILES: [Br:1][C:2]1[CH:23]=[CH:22][C:5]2[N:6]([CH:10]3[CH2:15][CH2:14][N:13]([CH:16]4[CH2:21][CH2:20][NH:19][CH2:18][CH2:17]4)[CH2:12][CH2:11]3)[C:7](=[O:9])[NH:8][C:4]=2[CH:3]=1.[CH3:24][C:25]1[CH:32]=[CH:31][CH:30]=[CH:29][C:26]=1[CH:27]=O>>[Br:1][C:2]1[CH:23]=[CH:22][C:5]2[N:6]([CH:10]3[CH2:15][CH2:14][N:13]([CH:16]4[CH2:17][CH2:18][N:19]([CH2:24][C:25]5[CH:32]=[CH:31][CH:30]=[CH:29][C:26]=5[CH3:27])[CH2:20][CH2:21]4)[CH2:12][CH2:11]3)[C:7](=[O:9])[NH:8][C:4]=2[CH:3]=1. Procedure: The title compound was prepared according to the procedure described in Example 18, using 5-bromo-1-[1-(piperidin-4-yl)piperidin-4-yl]-1,3-dihydro-2-H-benzimidazol-2one and 2-methylbenzaldehyde. The reactants are CC[BH-](CC)CC, [Na+], COC(OC)C(C)C1CCC2C3C=CC4=CC(=O)C5OC5C4(C)C3CCC12C, C1CCOC1. The product is COC(OC)C(C)C1CCC2C3C=CC4=CC(O)C5OC5C4(C)C3CCC12C. Reaction SMILES: [CH2:29]([BH-:30]([CH2:31][CH3:32])[CH2:33][CH3:34])[CH3:35].[Na+:36].[O:1]1[CH:2]2[CH:3]1[C:4](=[O:28])[CH:5]=[C:6]1[CH:7]=[CH:8][CH:9]3[CH:10]4[CH2:11][CH2:12][CH:13]([CH:14]([CH:15]([O:16][CH3:17])[O:18][CH3:19])[CH3:20])[C:21]4([CH3:27])[CH2:22][CH2:23][CH:24]3[C:25]21[CH3:26].[O:37]1[CH2:38][CH2:39][CH2:40][CH2:41]1>>[O:1]1[CH:2]2[CH:3]1[CH:4]([OH:28])[CH:5]=[C:6]1[CH:7]=[CH:8][CH:9]3[CH:10]4[CH2:11][CH2:12][CH:13]([CH:14]([CH:15]([O:16][CH3:17])[O:18][CH3:19])[CH3:20])[C:21]4([CH3:27])[CH2:22][CH2:23][CH:24]3[C:25]21[CH3:26]. The reactants are COc1ccc(-c2cccc(C(=O)CC(=O)Nc3cc(Cl)ccc3NC(=O)OC(C)(C)C)c2)cn1, ClCCl, O=C(O)C(F)(F)F. As a reaction SMILES: [C:1]([O:2][C:3](=[O:4])[NH:7][c:8]1[c:9]([NH:15][C:16]([CH2:17][C:18](=[O:5])[c:20]2[cH:21][c:22](-[c:26]3[cH:27][n:28][c:29]([O:32][CH3:33])[cH:30][cH:31]3)[cH:23][cH:24][cH:25]2)=[O:34])[cH:10][c:11]([Cl:14])[cH:12][cH:13]1)([CH3:6])([CH3:19])[CH3:35].[Cl:43][CH2:44][Cl:45].[F:36][C:37]([F:38])([F:39])[C:40]([OH:41])=[O:42]>>[N:7]1=[C:18]([c:20]2[cH:21][c:22](-[c:26]3[cH:27][n:28][c:29]([O:32][CH3:33])[cH:30][cH:31]3)[cH:23][cH:24][cH:25]2)[CH2:17][C:16](=[O:34])[NH:15][c:9]2[c:8]1[cH:13][cH:12][c:11]([Cl:14])[cH:10]2. Product: COc1ccc(-c2cccc(C3=Nc4ccc(Cl)cc4NC(=O)C3)c2)cn1. The reactants are ClC1=NC(=C2NC=NC2=N1)Cl (2,6-dichloropurine), ClC1=CC2=C(N=CN2)C=C1Cl (5,6-dichlorobenzimidazole). Solvent: C(CCC)O (butanol). Conditions: time 24 hour. Yields the product ClC1=NC(=C2N=CNC2=N1)N1C=NC2=C1C=C(C(=C2)Cl)Cl (2-chloro-6-(5,6-dichloro-1H-benzimidazol-1-yl)-9H-purine). The yield is 53.8%. RXN SMILES: [Cl:1][C:2]1[N:10]=[C:9]2[C:5]([NH:6][CH:7]=[N:8]2)=[C:4](Cl)[N:3]=1.[Cl:12][C:13]1[C:21]([Cl:22])=[CH:20][C:16]2[N:17]=[CH:18][NH:19][C:15]=2[CH:14]=1>C(O)CCC>[Cl:1][C:2]1[N:10]=[C:9]2[C:5]([N:6]=[CH:7][NH:8]2)=[C:4]([N:17]2[C:16]3[CH:20]=[C:21]([Cl:22])[C:13]([Cl:12])=[CH:14][C:15]=3[N:19]=[CH:18]2)[N:3]=1. Procedure: 567 mg of 2,6-dichloropurine, 6 ml of butanol and 617 mg of 5,6-dichlorobenzimidazole are mixed and brought to a temperature of 100° C. for approximately 24 hours. The mixture is allowed to return to ambient temperature. Partial drying, washing with isopropanol and drying under vacuum at 50° C. are carried out, and 548 mg of expected product are obtained, in the form of gray/black-colored crystals.